This data is from the Open Reaction Database (ORD), a public repository of structured organic reaction records. The task is: describe an organic reaction: reactants, conditions, products, and yield The reactants are NC=1C(=NC=NC1Cl)Cl (5-amino-4,6-dichloro pyrimidine), C(C=C)N (allyl amine). Run in C(C)O (ethanol). Reaction conditions: temperature 80 celsius. The product is C(C=C)NC1=NC=NC(=C1N)Cl (N*4*-Allyl-6-chloro-pyrimidine-4,5-diamine), solid. Isolated yield 68.0%. Reaction SMILES: [NH2:1][C:2]1[C:3]([Cl:9])=[N:4][CH:5]=[N:6][C:7]=1Cl.[CH2:10]([NH2:13])[CH:11]=[CH2:12]>C(O)C>[CH2:10]([NH:13][C:7]1[C:2]([NH2:1])=[C:3]([Cl:9])[N:4]=[CH:5][N:6]=1)[CH:11]=[CH2:12]. Reported procedure: A mixture of 5-amino-4,6-dichloro pyrimidine (3.0 g, 0.018 mol) and allyl amine (1.5 ml, 0.020 mol) was taken in ethanol (30 ml) and heated at 80° C. for 16 hrs. Solvent was removed to get crude product which was further purified by column chromatography to get pure N*4*-Allyl-6-chloro-pyrimidine-4,5-diamine as off white solid (2.30 g, 68%). The reactants are C(C)OC(=O)C1CCN(CC1)C1=CC=C(C=C1)NC(=O)C=1N=C(OC1C(F)(F)F)C1=CC=CC=C1 (1-{4-[(2-phenyl-5-trifluoromethyl-oxazole-4-carbonyl)-amino]-phenyl}-piperidine-4-carboxylic acid ethyl ester), C(C)OC(=O)C1CCN(CC1)C1NCC(CC1)NC(=O)C=1N=C(OC1C(F)(F)F)C1=CC=CC=C1 (1-{5-[(2-phenyl-5-trifluoromethyl-oxazole-4-carbonyl)-amino]-piperidin-2-yl}-piperidine-4-carboxylic acid ethyl ester), C1(=CC=CC=C1)C=1OC(=C(N1)C(=O)O)C(F)(F)F (2-phenyl-5-trifluoromethyl-oxazole-4-carboxylic acid), C(C)OC(=O)C1CCN(CC1)C1NCC(CC1)N (1-(5-amino-piperidin-2-yl)-piperidine-4-carboxylic acid ethyl ester). Reaction SMILES: C(OC(C1CC[N:9](C2C=CC(NC(C3N=C(C4C=CC=CC=4)OC=3C(F)(F)F)=O)=CC=2)CC1)=O)C.[CH2:36]([O:38][C:39]([CH:41]1[CH2:46][CH2:45][N:44]([CH:47]2C[CH2:51][CH:50]([NH:53][C:54]([C:56]3[N:57]=[C:58]([C:65]4[CH:70]=[CH:69][CH:68]=[CH:67][CH:66]=4)[O:59][C:60]=3[C:61]([F:64])([F:63])[F:62])=[O:55])[CH2:49][NH:48]2)[CH2:43][CH2:42]1)=[O:40])[CH3:37].C1(C2OC(C(F)(F)F)=C(C(O)=O)N=2)C=CC=CC=1.C(OC(C1CCN(C2CCC(N)CN2)CC1)=O)C>>[CH2:36]([O:38][C:39]([CH:41]1[CH2:46][CH2:45][N:44]([C:47]2[N:9]=[CH:51][C:50]([NH:53][C:54]([C:56]3[N:57]=[C:58]([C:65]4[CH:66]=[CH:67][CH:68]=[CH:69][CH:70]=4)[O:59][C:60]=3[C:61]([F:62])([F:64])[F:63])=[O:55])=[CH:49][N:48]=2)[CH2:43][CH2:42]1)=[O:40])[CH3:37]. Reported procedure: With a method similar to that used for the preparation of 1-{4-[(2-phenyl-5-trifluoromethyl-oxazole-4-carbonyl)-amino]-phenyl}-piperidine-4-carboxylic acid ethyl ester above, 1-{5-[(2-phenyl-5-trifluoromethyl-oxazole-4-carbonyl)-amino]-piperidin-2-yl}-piperidine-4-carboxylic acid ethyl ester was prepared from 2-phenyl-5-trifluoromethyl-oxazole-4-carboxylic acid (1.2 equivalents) and 1-(5-amino-piperidin-2-yl)-piperidine-4-carboxylic acid ethyl ester. HRMS calcd for C23H22F3N5O4 (M+H) 490.1697, o... The product is C(C)OC(=O)C1CCN(CC1)C1=NC=C(C=N1)NC(=O)C=1N=C(OC1C(F)(F)F)C1=CC=CC=C1 (1-{5-[(2-phenyl-5-trifluoromethyl-oxazole-4-carbonyl)-amino]-pyrimidin-2-yl}-piperidine-4-carboxylic acid ethyl ester).